Dataset: the Open Reaction Database (ORD), a public repository of structured organic reaction records. Task: describe an organic reaction: reactants, conditions, products, and yield The reactants are O=C(O)C=CC(=O)O, COc1ccc(C2CN(C)CCC2NC(=O)c2ccc(C)c(C)c2)cc1OC. Yields the product COc1cc2c(cc1OC)C1CN(C)CCC1N=C2c1ccc(C)c(C)c1. As a reaction SMILES: [C:29]([OH:30])(=[O:31])[CH:32]=[CH:33][C:34]([OH:35])=[O:36].[CH3:1][O:2][c:3]1[cH:4][c:5]([CH:11]2[CH2:12][N:13]([CH3:28])[CH2:14][CH2:15][CH:16]2[NH:17][C:18]([c:19]2[cH:20][c:21]([CH3:26])[c:22]([CH3:25])[cH:23][cH:24]2)=[O:27])[cH:6][cH:7][c:8]1[O:9][CH3:10]>>[CH3:1][O:2][c:3]1[cH:4][c:5]2[c:6]([cH:7][c:8]1[O:9][CH3:10])[C:18]([c:19]1[cH:20][c:21]([CH3:26])[c:22]([CH3:25])[cH:23][cH:24]1)=[N:17][CH:16]1[CH:11]2[CH2:12][N:13]([CH3:28])[CH2:14][CH2:15]1. The reactants are B, C=CCC1(c2ccc(F)cc2)CCN(C2CCCN(C(=O)OC(C)(C)C)C2)C(=O)O1, C1CCOC1, [Na+], [OH-], OO. Product: CC(C)(C)OC(=O)N1CCCC(N2CCC(CCCO)(c3ccc(F)cc3)OC2=O)C1. RXN SMILES: [BH3:31].[CH2:1]([CH:2]=[CH2:3])[C:4]1([c:24]2[cH:25][cH:26][c:27]([F:30])[cH:28][cH:29]2)[CH2:5][CH2:6][N:7]([CH:11]2[CH2:12][N:13]([C:17](=[O:18])[O:19][C:20]([CH3:21])([CH3:22])[CH3:23])[CH2:14][CH2:15][CH2:16]2)[C:8](=[O:10])[O:9]1.[CH2:32]1[CH2:35][CH2:34][CH2:33][O:36]1.[Na+:40].[OH-:39].[OH:37][OH:38]>>[CH2:1]([CH2:2][CH2:3][OH:36])[C:4]1([c:24]2[cH:25][cH:26][c:27]([F:30])[cH:28][cH:29]2)[CH2:5][CH2:6][N:7]([CH:11]2[CH2:12][N:13]([C:17](=[O:18])[O:19][C:20]([CH3:21])([CH3:22])[CH3:23])[CH2:14][CH2:15][CH2:16]2)[C:8](=[O:10])[O:9]1.